This data is from the Open Reaction Database (ORD), a public repository of structured organic reaction records. The task is: describe an organic reaction: reactants, conditions, products, and yield Reactants: CC(C)C(=O)Cl, CCN(C(C)C)C(C)C, ClCCl, COC(=O)c1ccc2c(c1)CC(C)(C)C(c1ccc(F)c([N+](=O)[O-])c1)N2. Yields the product COC(=O)c1ccc2c(c1)CC(C)(C)C(c1ccc(F)c(NC(=O)C(C)C)c1)N2. RXN SMILES: [C:36]([CH:37]([CH3:38])[CH3:39])(=[O:40])[Cl:41].[CH:27]([N:28]([CH2:29][CH3:30])[CH:31]([CH3:32])[CH3:33])([CH3:34])[CH3:35].[Cl:42][CH2:43][Cl:44].[F:1][c:2]1[c:3]([N+:24]([O-:25])=[O:26])[cH:4][c:5]([CH:8]2[NH:9][c:10]3[cH:11][cH:12][c:13]([C:20](=[O:21])[O:22][CH3:23])[cH:14][c:15]3[CH2:16][C:17]2([CH3:18])[CH3:19])[cH:6][cH:7]1>>[F:1][c:2]1[c:3]([NH:24][C:36]([CH:37]([CH3:38])[CH3:39])=[O:40])[cH:4][c:5]([CH:8]2[NH:9][c:10]3[cH:11][cH:12][c:13]([C:20](=[O:21])[O:22][CH3:23])[cH:14][c:15]3[CH2:16][C:17]2([CH3:18])[CH3:19])[cH:6][cH:7]1. The reactants are C1(=C(C(=C(C(=C1F)F)F)N)F)N.Cl.Cl (dihydrochloride), C(C1=CC=CC=C1)(=O)NC1CCN(CC1)CCC1=CC2=CC=CC=C2C=C1 (4-Benzamido-1-[2-(2-naphthyl)ethyl]piperidine). Solvent: Cl (HCl). Run at time 96 hour. The product is NC1CCN(CC1)CCC1=CC2=CC=CC=C2C=C1 (4-Amino-1-[2-(2-naphthyl)ethyl]-piperidine). The yield is 78.6%. As a reaction SMILES: C([NH:9][CH:10]1[CH2:15][CH2:14][N:13]([CH2:16][CH2:17][C:18]2[CH:27]=[CH:26][C:25]3[C:20](=[CH:21][CH:22]=[CH:23][CH:24]=3)[CH:19]=2)[CH2:12][CH2:11]1)(=O)C1C=CC=CC=1.C1(N)C(F)=C(F)C(F)=C(N)C=1F.Cl.Cl>Cl>[NH2:9][CH:10]1[CH2:11][CH2:12][N:13]([CH2:16][CH2:17][C:18]2[CH:27]=[CH:26][C:25]3[C:20](=[CH:21][CH:22]=[CH:23][CH:24]=3)[CH:19]=2)[CH2:14][CH2:15]1 |f:1.2.3|. Reported procedure: 4-Benzamido-1-[2-(2-naphthyl)ethyl]piperidine (1.0 g.) was suspended in 6N HCl (40 ml.) and boiled for 96 hr. The resulting solution was worked up in the manner of Example 72 to give the title compound (0.558 g.) as the dihydrochloride, pale yellow needles, m.p. >300° (decomp.) RXN SMILES: [OH:1][CH2:2][CH2:3][NH:4][C:5]([C@H:7]1[CH2:12][CH2:11][CH2:10][NH:9][CH2:8]1)=[O:6].Cl[C:14]1[N:15]=[C:16]([NH:29][CH2:30][C:31]2[CH:36]=[CH:35][CH:34]=[CH:33][N:32]=2)[C:17]2[C:22]([C:23]3[CH:28]=[CH:27][CH:26]=[CH:25][CH:24]=3)=[CH:21][S:20][C:18]=2[N:19]=1>>[OH:1][CH2:2][CH2:3][NH:4][C:5]([C@H:7]1[CH2:12][CH2:11][CH2:10][N:9]([C:14]2[N:15]=[C:16]([NH:29][CH2:30][C:31]3[CH:36]=[CH:35][CH:34]=[CH:33][N:32]=3)[C:17]3[C:22]([C:23]4[CH:24]=[CH:25][CH:26]=[CH:27][CH:28]=4)=[CH:21][S:20][C:18]=3[N:19]=2)[CH2:8]1)=[O:6]. Procedure: (S)-Piperidine-3-carboxylic acid (2-hydroxy-ethyl)-amide was reacted with (2-Chloro-5-phenyl-thieno[2,3-d]pyrimidin-4-yl)-pyridin-2-ylmethyl-amine as in Example 6 above to give (S)-1-{5-Phenyl-4-[(pyridin-2-ylmethyl)-amino]-thieno[2,3-d]pyrimidin-2-yl}-piperidine-3-carboxylic acid (2-hydroxy-ethyl)-amide as a yellow foam (188 mg). Yields the product OCCNC(=O)[C@@H]1CN(CCC1)C=1N=C(C2=C(N1)SC=C2C2=CC=CC=C2)NCC2=NC=CC=C2 ((S)-1-{5-Phenyl-4-[(pyridin-2-ylmethyl)-amino]-thieno[2,3-d]pyrimidin-2-yl}-piperidine-3-carboxylic acid (2-hydroxy-ethyl)-amide). The reactants are OCCNC(=O)[C@@H]1CNCCC1 ((S)-Piperidine-3-carboxylic acid (2-hydroxy-ethyl)-amide), ClC=1N=C(C2=C(N1)SC=C2C2=CC=CC=C2)NCC2=NC=CC=C2 ((2-Chloro-5-phenyl-thieno[2,3-d]pyrimidin-4-yl)-pyridin-2-ylmethyl-amine). Reactants: [F-].[NH4+] (ammonium fluoride), NC1=C2C=CC(NC2=CC=C1)=O (5-amino-1H-quinolin-2-one), FC(C(C=O)(COC)O)(F)F (3,3,3-trifluoro-2-hydroxy-2-methoxymethypropan-1-one), C(C)(=O)O (acetic acid). The reagents and catalysts are CCCCO.CCCCO.CCCCO.CCCCO.[Ti] (tetrabutyl orthotitanate). Solvent: C(C)(=O)OCC (Ethyl acetate), C1(=CC=CC=C1)C (toluene), O1CCOCC1 (1,4-dioxane). Conditions: time 30 minute. Product: FC(C(C(C1=CC=CC=C1)=NC1=C2C=CC(NC2=CC=C1)=O)(COC)O)(F)F (5-[(3,3,3-trifluoro-2-hydroxy-2-methoxymethyl-1-phenylpropylidene)amino]-1H-quinolin-2-one). RXN SMILES: [NH2:1][C:2]1[CH:11]=[CH:10][CH:9]=[C:8]2[C:3]=1[CH:4]=[CH:5][C:6](=[O:12])[NH:7]2.[F:13][C:14]([F:23])([F:22])[C:15]([OH:21])([CH2:18][O:19][CH3:20])[CH:16]=O.[C:24](O)(=O)[CH3:25].[F-].[NH4+]>C1(C)C=CC=CC=1.O1CCOCC1.CCCCO.CCCCO.CCCCO.CCCCO.[Ti].C(OCC)(=O)C>[F:13][C:14]([F:23])([F:22])[C:15]([OH:21])([CH2:18][O:19][CH3:20])[C:16](=[N:1][C:2]1[CH:11]=[CH:10][CH:9]=[C:8]2[C:3]=1[CH:4]=[CH:5][C:6](=[O:12])[NH:7]2)[C:25]1[CH:24]=[CH:4][CH:3]=[CH:2][CH:11]=1 |f:3.4,7.8.9.10.11|. Procedure: To 194 mg (1.2 mmol) 5-amino-1H-quinolin-2-one and 300 mg (1.2 mmol) 3,3,3-trifluoro-2-hydroxy-2-methoxymethypropan-1-one in 4 ml toluene and 1 ml 1,4-dioxane are added 0.26 ml acetic acid and 1 ml tetrabutyl orthotitanate. The mixture is heated over 20 hours to 110° C., cooled to room temperature and poured into aqueous ammonium fluoride solution. Ethyl acetate is added and the mixture is stirred vigorously for 30 minutes. Phases are separated and two times extracted with ethylacetate. The comb... Starting materials: [Cl-].ClC=1C(=C(C[P+](C2=CC=CC=C2)(C2=CC=CC=C2)C2=CC=CC=C2)C(=CC1C)C)C (3-chloro-2,4,6-trimethyl-benzyl-triphenylphosphonium chloride), C(CCC)OC(C=C(C=CC=C(C)C=O)C)=O (7-formyl-3-methyl-octa-2,4,6-trien-1-oic acid butyl ester), C1C(CC)O1 (1,2-butylene oxide). Product: C(CCC)OC(C=C(C=CC=C(C=C)C)C)=O (3,7-dimethyl-nona-2,4,6,8-tetraen-1-oic acid butyl ester). Reaction SMILES: [Cl-].Cl[C:3]1C(C)=C(C(C)=CC=1C)C[P+](C1C=CC=CC=1)(C1C=CC=CC=1)C1C=CC=CC=1.[CH2:32]([O:36][C:37](=[O:48])[CH:38]=[C:39]([CH3:47])[CH:40]=[CH:41][CH:42]=[C:43]([CH:45]=O)[CH3:44])[CH2:33][CH2:34][CH3:35].C1OC1CC>>[CH2:32]([O:36][C:37](=[O:48])[CH:38]=[C:39]([CH3:47])[CH:40]=[CH:41][CH:42]=[C:43]([CH3:44])[CH:45]=[CH2:3])[CH2:33][CH2:34][CH3:35] |f:0.1|. Procedure: 16 g of 3-chloro-2,4,6-trimethyl-benzyl-triphenylphosphonium chloride and 10 g of 7-formyl-3-methyl-octa-2,4,6-trien-1-oic acid butyl ester are heated to boiling with stirring after the addition of 40 g of 1,2-butylene oxide. The 1,2-butylene oxide is slowly distilled off. The reaction mixture is stirred for 30 minutes at 80°-82° C., then cooled and thoroughly extracted with hexane. The hexane extract is shaken out 5 times with 50 ml of methanol/water 70:30 parts by volume each time, then dried ... Reactants: ClC1=C(OC(C)C2=NC(=NC(=N2)SC)N)C=CC=C1 (4-(1-(2-chlorophenoxy)ethyl)-6-(methylthio)-1,3,5-triazin-2-amine). Reagents/catalysts: [Ni] (Raney-nickel). Run in C(C)O (ethanol). Run at temperature 85 celsius. Yields the product ClC1=C(OC(C)C2=NC(=NC=N2)N)C=CC=C1 (4-(1-(2-chlorophenoxy)ethyl)-1,3,5-triazin-2-amine). Yield: 16.4%. Reaction SMILES: [Cl:1][C:2]1[CH:19]=[CH:18][CH:17]=[CH:16][C:3]=1[O:4][CH:5]([C:7]1[N:12]=[C:11](SC)[N:10]=[C:9]([NH2:15])[N:8]=1)[CH3:6]>C(O)C.[Ni]>[Cl:1][C:2]1[CH:19]=[CH:18][CH:17]=[CH:16][C:3]=1[O:4][CH:5]([C:7]1[N:12]=[CH:11][N:10]=[C:9]([NH2:15])[N:8]=1)[CH3:6]. Procedure: To a solution of 4-(1-(2-chlorophenoxy)ethyl)-6-(methylthio)-1,3,5-triazin-2-amine (16a) (181 mg) in ethanol (10 mL) was added. Raney-nickel was added via a syringe (2.0 mL) and the reaction mixture was heated at 85° C. for 40 minutes then cooled to room temperature and the mixture was filtered over Celite and washed with ethanol/water (1/1 v/v) and methanol. The filtrate was concentrated in vacuo and further purified by column chromatography (eluting with 1% acetontrile in dichloromethane) to g... Reactants: C(C)(C)C1=C(C=C(OCC(=O)OC)C=C1)C (methyl 2-(4-isopropyl-3-methylphenoxy)acetate), [OH-].[Na+] (sodium hydroxide), Cl (HCl). Solvent: C(C)O (ethanol). Run at time 4 hour. Yields the product C(C)(C)C1=C(C=C(OCC(=O)O)C=C1)C (2-(4-isopropyl-3-methylphenoxy)acetic acid). RXN SMILES: [CH:1]([C:4]1[CH:15]=[CH:14][C:7]([O:8][CH2:9][C:10]([O:12]C)=[O:11])=[CH:6][C:5]=1[CH3:16])([CH3:3])[CH3:2].[OH-].[Na+].Cl>C(O)C>[CH:1]([C:4]1[CH:15]=[CH:14][C:7]([O:8][CH2:9][C:10]([OH:12])=[O:11])=[CH:6][C:5]=1[CH3:16])([CH3:3])[CH3:2] |f:1.2|. Procedure details: A solution of methyl 2-(4-isopropyl-3-methylphenoxy)acetate (13.0 g, 58.5 mmol) in abs. ethanol (240 mL) was treated with aq. sodium hydroxide solution (13 ml, 5 M). The resulting solution was stirred for 4 h at ambient temperature, then poured into aq. HCl (800 mL, 1 N). This was extracted with ether (2×200 mL), and the extracts were washed with brine, combined, dried over anhydrous magnesium sulfate, filtered and evaporated to afford the solid product, 2-(4-isopropyl-3-methylphenoxy)acetic aci... Starting materials: CO, COc1c(OS(C)(=O)=O)ccc2c1cnn2C(C)=O, [Li+], C1CCOC1, [OH-], O. The product is COc1c(OS(C)(=O)=O)ccc2[nH]ncc12. Reaction SMILES: [CH3:28][OH:29].[CH3:3][S:4](=[O:5])(=[O:6])[O:7][c:8]1[c:9]([O:20][CH3:21])[c:10]2[cH:11][n:12][n:13]([C:17](=[O:18])[CH3:19])[c:14]2[cH:15][cH:16]1.[Li+:1].[O:23]1[CH2:24][CH2:25][CH2:26][CH2:27]1.[OH-:2].[OH2:22]>>[CH3:3][S:4](=[O:5])(=[O:6])[O:7][c:8]1[c:9]([O:20][CH3:21])[c:10]2[cH:11][n:12][nH:13][c:14]2[cH:15][cH:16]1.